From a dataset of the Open Reaction Database (ORD), a public repository of structured organic reaction records. describe an organic reaction: reactants, conditions, products, and yield The reactants are ice water, [H-].[Na+] (sodium hydride), [H-].[Na+] (NaH), COC1=CC=C(C=CC=O)C=C1 (p-methoxycinnamaldehyde), CO\C(=C/C(=O)OC)\C (methyl β-methoxycrotonate). The solvent is O1CCCC1 (tetrahydrofuran). The product is COC(=CC(=O)O)C=CC=CC1=CC=C(C=C1)OC (3-Methoxy-7-(4-methoxyphenyl)-2,4,6-heptatrienoic acid). Yield: 63.8%. RXN SMILES: [H-].[Na+].[CH3:3][O:4][C:5]1[CH:14]=[CH:13][C:8]([CH:9]=[CH:10][CH:11]=O)=[CH:7][CH:6]=1.[CH3:15][O:16]/[C:17](/[CH3:23])=[CH:18]\[C:19]([O:21]C)=[O:20]>O1CCCC1>[CH3:15][O:16][C:17]([CH:23]=[CH:11][CH:10]=[CH:9][C:8]1[CH:13]=[CH:14][C:5]([O:4][CH3:3])=[CH:6][CH:7]=1)=[CH:18][C:19]([OH:21])=[O:20] |f:0.1|. Procedure details: 16.5 g of an 80% by weight suspension of sodium hydride in white oil (corresponding to 0.55 mol of NaH) were mixed with 500 ml of anhydrous tetrahydrofuran and, while stirring efficiently at 50° to 60° C., a mixture of 81 g (corresponding to 0.5 mol) of p-methoxycinnamaldehyde and 65 g (corresponding to 0.5 mol) of methyl β-methoxycrotonate was added dropwise. The rate of this dropwise addition was chosen so that the mixture continued to boil gently. It was then stirred at 65° C. for 3 hours and... As a reaction SMILES: [Cl:1][C:2]1[C:11]([C:12]2[CH:17]=[CH:16][CH:15]=[CH:14][CH:13]=2)=[C:10]([Cl:18])[C:9]2[C:4](=[CH:5][CH:6]=[C:7]([C:19]([OH:39])([C:33]3[CH:34]=[N:35][CH:36]=[CH:37][CH:38]=3)[CH:20]3[CH2:25][CH2:24][CH2:23][N:22](C(OC(C)(C)C)=O)[CH2:21]3)[CH:8]=2)[N:3]=1.[C:40]([OH:46])([C:42]([F:45])([F:44])[F:43])=[O:41]>>[Cl:1][C:2]1[C:11]([C:12]2[CH:13]=[CH:14][CH:15]=[CH:16][CH:17]=2)=[C:10]([Cl:18])[C:9]2[C:4](=[CH:5][CH:6]=[C:7]([C:19]([CH:33]3[CH2:38][CH2:37][CH2:36][NH:35][CH2:34]3)([C:20]3[CH:21]=[N:22][CH:23]=[CH:24][CH:25]=3)[OH:39])[CH:8]=2)[N:3]=1.[C:40]([OH:46])([C:42]([F:45])([F:44])[F:43])=[O:41] |f:2.3|. The product is ClC1=NC2=CC=C(C=C2C(=C1C1=CC=CC=C1)Cl)C(O)(C=1C=NC=CC1)C1CNCCC1.C(=O)(C(F)(F)F)O ((2,4-Dichloro-3-phenylquinolin-6-yl)(piperidin-3-yl)pyridin-3-ylmethanol•TFA). Procedure details: tert-Butyl 3-((2,4-dichloro-3-phenylquinolin-6-yl)(hydroxy)(pyridin-3-yl)methyl)piperidine-1-carboxylate (88 mg, 0.11 mmol, Example 5) was treated with TFA (0.8 mL) at room temperature for 1 hour and concentrated to give the title compound. 1H NMR (400 MHz, MeOH-d4) δ 9.05 (s, 1H), 8.56-8.72 (m, 3H), 8.02-8.09 (m, 2H), 7.91 (dd, J=5.56, 8.08 Hz, 1H), 7.49-7.58 (m, 2H), 7.29-7.37 (m, 2H), 7.10-7.22 (m, 1H), 3.37-3.46 (m, 1H), 3.27-3.34 (m, 1H), 3.11 (d, J=11.12 Hz, 1H), 3.01 (d, J=12.13 Hz, 1H), ... Starting materials: ClC1=NC2=CC=C(C=C2C(=C1C1=CC=CC=C1)Cl)C(C1CN(CCC1)C(=O)OC(C)(C)C)(C=1C=NC=CC1)O (tert-Butyl 3-((2,4-Dichloro-3-phenylquinolin-6-yl)(hydroxy)(pyridin-3-yl)methyl)piperidine-1-carboxylate), C(=O)(C(F)(F)F)O (TFA). The reactants are C1=CC=CC=C1 (benzene), ice water, C(CCC)[Li] (n-butyl lithium), CCCCCC (n-hexane), CC(C#C/C=C/CN(C)CC=1C=C(C=CC1)C(C)=O)(C)C (trans-3′-[N-(6,6-Dimethyl-2-hepten-4-ynyl)-N-methylaminomethyl]acetophenone), C1=CC=CC=C1 (benzene). The reagents and catalysts are [Br-].C(C)[P+](C1=CC=CC=C1)(C1=CC=CC=C1)C1=CC=CC=C1 (Ethyl triphenylphosphonium bromide). The product is CC(C#C\C=C/CN(C)CC1=CC(=CC=C1)C(=CC)C)(C)C (cis-N-(6,6-Dimethyl-2-hepten-4-ynyl)-N-methyl-[3-(1-methyl-1-propenyl)benzyl]amine). Isolated yield 25.0%. RXN SMILES: [CH2:1]([Li])[CH2:2][CH2:3][CH3:4].CCCCCC.[CH3:12][C:13]([CH3:32])([CH3:31])[C:14]#[C:15]/[CH:16]=[CH:17]/[CH2:18][N:19]([CH2:21]C1C=C(C(=O)C)C=CC=1)[CH3:20].[CH:33]1[CH:38]=[CH:37][CH:36]=[CH:35][CH:34]=1>[Br-].C([P+](C1C=CC=CC=1)(C1C=CC=CC=1)C1C=CC=CC=1)C>[CH3:12][C:13]([CH3:31])([CH3:32])[C:14]#[C:15]/[CH:16]=[CH:17]\[CH2:18][N:19]([CH2:21][C:33]1[CH:38]=[CH:37][CH:36]=[C:35]([C:2]([CH3:1])=[CH:3][CH3:4])[CH:34]=1)[CH3:20] |f:4.5|. Reported procedure: Ethyl triphenylphosphonium bromide (0.98 g; 2.65 mmol) was added to benzene (15 ml). While the mixture was stirred under nitrogen atmosphere at room temperature, n-butyl lithium in n-hexane (1.56 M: 1.70 ml; 2.65 mmol) was added dropwise. The mixture was stirred for 5 minutes, and Compound 1 (0.50 g; 1.76 mmol) in benzene (5 ml) was added dropwise thereto, followed by heating under reflux for 3 hours. Subsequently, the mixture was left to cool to room temperature, and reaction was stopped by pou...